This data is from the Open Reaction Database (ORD), a public repository of structured organic reaction records. The task is: describe an organic reaction: reactants, conditions, products, and yield Starting materials: [Na+].[I-] (NaI), NC1=C(C=C(C=C1)N1C(C=CC=C1)=O)OCCN1CCCCC1 (1-(4-amino-3-(2-(piperidin-1-yl)ethoxy)phenyl)pyridin-2(1H)-one), N(=O)[O-].[Na+] (NaNO2). The solvent is O (H2O), Cl (HCl), O (H2O). Reaction conditions: temperature 0 celsius, time 30 minute. Yields the product IC1=C(C=C(C=C1)N1C(C=CC=C1)=O)OCCN1CCCCC1 (1-(4-iodo-3-(2-(piperidin-1-yl)ethoxy)phenyl)pyridin-2(1H)-one). Isolated yield 25.3%. RXN SMILES: N[C:2]1[CH:7]=[CH:6][C:5]([N:8]2[CH:13]=[CH:12][CH:11]=[CH:10][C:9]2=[O:14])=[CH:4][C:3]=1[O:15][CH2:16][CH2:17][N:18]1[CH2:23][CH2:22][CH2:21][CH2:20][CH2:19]1.N([O-])=O.[Na+].[Na+].[I-:29]>Cl.O>[I:29][C:2]1[CH:7]=[CH:6][C:5]([N:8]2[CH:13]=[CH:12][CH:11]=[CH:10][C:9]2=[O:14])=[CH:4][C:3]=1[O:15][CH2:16][CH2:17][N:18]1[CH2:23][CH2:22][CH2:21][CH2:20][CH2:19]1 |f:1.2,3.4|. Reported procedure: To a solution of 1-(4-amino-3-(2-(piperidin-1-yl)ethoxy)phenyl)pyridin-2(1H)-one (0.44 g, 1.08 mmol) in conc. HCl (3 mL) at 0° C., a solution of NaNO2 (75 mg, 1.08 mmol) in H2O (2 mL) was added dropwise. After 30 min of stirring at 0° C., NaI (0.76 g, 5.07 mmol) in H2O (2 mL) was added. After being stirred at 0° C. for 30 min, the mixture was removed to room temperature and was stirred at room temperature for 4 h. The solution was basified with 5 N NaOH to pH 10-12. The product was extracted wit...